Dataset: the Open Reaction Database (ORD), a public repository of structured organic reaction records. Task: describe an organic reaction: reactants, conditions, products, and yield Reactants: CCOP(=O)(CO)OCC, CCCC[N+](CCCC)(CCCC)CCCC, [Cl-], ClCC=CCCl, [H-], [I-], [NH4+], [Na+], C1CCOC1. Yields the product CCOP(=O)(COCC=CCCl)OCC. As a reaction SMILES: [CH2:1]([CH3:2])[O:3][P:4]([O:5][CH2:6][CH3:7])(=[O:8])[CH2:9][OH:10].[CH2:22]([N+:23]([CH2:24][CH2:25][CH2:26][CH3:27])([CH2:28][CH2:29][CH2:30][CH3:31])[CH2:32][CH2:33][CH2:34][CH3:35])[CH2:36][CH2:37][CH3:38].[Cl-:19].[Cl:11][CH2:12][CH:13]=[CH:14][CH2:15][Cl:16].[H-:17].[I-:21].[NH4+:20].[Na+:18].[O:39]1[CH2:40][CH2:41][CH2:42][CH2:43]1>>[CH2:1]([CH3:2])[O:3][P:4]([O:5][CH2:6][CH3:7])(=[O:8])[CH2:9][O:10][CH2:15][CH:14]=[CH:13][CH2:12][Cl:11]. Starting materials: HClO4, N1[C@@H](CCC1=O)C(=O)O (L-pyroglutamic acid), C(C)(=O)OC(C)(C)C (t-butyl acetate), C(=O)(O)[O-].[Na+] (NaHCO3). Conditions: time 8 hour. The product is C(C)(C)(C)OC(=O)[C@@H]1CCC(N1)=O ((S)-pyrrolidin-2-one-5-carboxylic acid t-butyl ester). Reaction SMILES: [NH:1]1[C:5](=[O:6])[CH2:4][CH2:3][C@H:2]1[C:7]([OH:9])=[O:8].C([O-])(O)=O.[Na+].C(O[C:19]([CH3:22])([CH3:21])[CH3:20])(=O)C>>[C:19]([O:8][C:7]([C@H:2]1[NH:1][C:5](=[O:6])[CH2:4][CH2:3]1)=[O:9])([CH3:22])([CH3:21])[CH3:20] |f:1.2|. Procedure details: To a suspension of L-pyroglutamic acid (2.00 g, 15.49 mmol) in t-butyl acetate was added 70% HClO4 (0.46 mL, 17.04 mmol). The suspension was stirred at rt in a tightly closed flask overnight. The resulting solution was poured slowly into a sat. solution of NaHCO3 and extracted twice with EtOAc. The organic phase was dried over MgSO4 and concentrated to provide (S)-pyrrolidin-2-one-5-carboxylic acid t-butyl ester. (2.04 g, 85%) as a white solid 1H NMR (CDCl3) δ 1.48 (s, 9H), 2.16-2.48 (m, 4H), 4.... Starting materials: CCOC(=O)CBr, O=C([O-])[O-], C=CCc1cc(Br)ccc1O, CCC(C)=O, [K+], [K+]. The product is C=CCc1cc(Br)ccc1OCC(=O)OCC. RXN SMILES: [Br:1][CH2:2][C:3](=[O:4])[O:5][CH2:6][CH3:7].[C:19](=[O:20])([O-:21])[O-:22].[CH2:8]([CH:9]=[CH2:10])[c:11]1[c:12]([OH:18])[cH:13][cH:14][c:15]([Br:17])[cH:16]1.[CH3:25][CH2:26][C:27](=[O:28])[CH3:29].[K+:23].[K+:24]>>[CH2:2]([C:3](=[O:4])[O:5][CH2:6][CH3:7])[O:18][c:12]1[c:11]([CH2:8][CH:9]=[CH2:10])[cH:16][c:15]([Br:17])[cH:14][cH:13]1. Reactants: NC1=C2C(N(C(C2=CC=C1)=O)C1C(NC(CC1)=O)=O)=O (4-amino-2-(2,6-dioxo(3-piperidyl))isoindoline-1,3-dione), C(CCCC)(=O)Cl (pentanoyl chloride). Solvent: C1CCOC1 (THF). Yields the product O=C1NC(CCC1N1C(C2=CC=CC(=C2C1=O)NC(CCCC)=O)=O)=O (N-[2-(2,6-dioxo(3-piperidyl))-1,3-dioxoisoindolin-4-yl]pentanamide). Isolated yield 85.3%. Reaction SMILES: [NH2:1][C:2]1[CH:10]=[CH:9][CH:8]=[C:7]2[C:3]=1[C:4](=[O:20])[N:5]([CH:12]1[CH2:17][CH2:16][C:15](=[O:18])[NH:14][C:13]1=[O:19])[C:6]2=[O:11].[C:21](Cl)(=[O:26])[CH2:22][CH2:23][CH2:24][CH3:25]>C1COCC1>[O:19]=[C:13]1[CH:12]([N:5]2[C:4](=[O:20])[C:3]3[C:7](=[CH:8][CH:9]=[CH:10][C:2]=3[NH:1][C:21](=[O:26])[CH2:22][CH2:23][CH2:24][CH3:25])[C:6]2=[O:11])[CH2:17][CH2:16][C:15](=[O:18])[NH:14]1. Reported procedure: To a stirred suspension of 4-amino-2-(2,6-dioxo(3-piperidyl))isoindoline-1,3-dione (0.55 g, 2.0 mmol) in THF (30 ml) was added pentanoyl chloride (0.48 g, 4.0 mmol). The stirred mixture was heated to reflux for 18 hours. The solvent was evaporated in vacuo and the resulting solid was slurried in diethyl ether (20 ml) and filtered to give 0.61 g (85%) of product as an off-white solid: mp 178–179° C.; 1H NMR (DMSO-d6) δ 11.17 (s, 1H), 9.65 (s, 1H), 8.50 (d, J=8.3 Hz, 1H), 7.82 (t, J=7.5 Hz, 1H), 7... The product is CCN(CC)CCOc1ccc2cc(-c3nn(C(=O)OC(C)(C)C)c4ccc(OCc5ccccc5)cc34)n(C(=O)OC(C)(C)C)c2c1. The reactants are CC(C)(C)OC(=O)n1nc(-c2cc3ccc(OCCBr)cc3n2C(=O)OC(C)(C)C)c2cc(OCc3ccccc3)ccc21, O=C([O-])[O-], CCNCC, CC#N, [Cs+], [Cs+], [I-], [K+]. As a reaction SMILES: [C:1]([CH3:2])([CH3:3])([CH3:4])[O:5][C:6](=[O:7])[n:8]1[n:9][c:10](-[c:25]2[n:26]([C:38](=[O:39])[O:40][C:41]([CH3:42])([CH3:43])[CH3:44])[c:27]3[cH:28][c:29]([O:34][CH2:35][CH2:36][Br:37])[cH:30][cH:31][c:32]3[cH:33]2)[c:11]2[cH:12][c:13]([O:17][CH2:18][c:19]3[cH:20][cH:21][cH:22][cH:23][cH:24]3)[cH:14][cH:15][c:16]12.[C:52](=[O:53])([O-:54])[O-:55].[CH2:47]([CH3:48])[NH:49][CH2:50][CH3:51].[CH3:58][C:59]#[N:60].[Cs+:56].[Cs+:57].[I-:46].[K+:45]>>[C:1]([CH3:2])([CH3:3])([CH3:4])[O:5][C:6](=[O:7])[n:8]1[n:9][c:10](-[c:25]2[n:26]([C:38](=[O:39])[O:40][C:41]([CH3:42])([CH3:43])[CH3:44])[c:27]3[cH:28][c:29]([O:34][CH2:35][CH2:36][N:49]([CH2:47][CH3:48])[CH2:50][CH3:51])[cH:30][cH:31][c:32]3[cH:33]2)[c:11]2[cH:12][c:13]([O:17][CH2:18][c:19]3[cH:20][cH:21][cH:22][cH:23][cH:24]3)[cH:14][cH:15][c:16]12. Reactants: Cl.FC1=C(C=NC=C1)O (4-fluoropyridin-3-ol hydrochloride), ice, [OH-].[Na+] (sodium hydroxide), [N+](=O)(O)[O-] (nitric acid). The solvent is S(O)(O)(=O)=O (sulphuric acid). Run at time 8 hour. Product: FC1=C(C(=NC=C1)[N+](=O)[O-])O (4-Fluoro-2-nitropyridin-3-ol). Reaction SMILES: Cl.[F:2][C:3]1[CH:8]=[CH:7][N:6]=[CH:5][C:4]=1[OH:9].[N+:10]([O-])([OH:12])=[O:11].[OH-].[Na+]>S(=O)(=O)(O)O>[F:2][C:3]1[CH:8]=[CH:7][N:6]=[C:5]([N+:10]([O-:12])=[O:11])[C:4]=1[OH:9] |f:0.1,3.4|. Procedure details: With ice cooling, 500 mg (3.43 mmol) of 4-fluoropyridin-3-ol hydrochloride were dissolved carefully in 3.2 ml of concentrated sulphuric acid, and 0.21 ml of concentrated nitric acid was added carefully at 0° C. The reaction was warmed to RT and stirred overnight. The mixture was added to 10 g of ice, and 6 ml of 45% strength aqueous sodium hydroxide solution were added dropwise with ice cooling. The solid formed was filtered off and then dried under reduced pressure overnight. This gave 191 mg (... Starting materials: Cc1ccc(N2CCNCC2)cc1, CCN(C(C)C)C(C)C, ClCCl, O=C(Cl)Oc1ccc([N+](=O)[O-])cc1, Cl, Cl, CN(C)C=O, CN1CCC(O)C1. The product is Cc1ccc(N2CCN(C(=O)OC3CCN(C)C3)CC2)cc1. As a reaction SMILES: [CH3:23][c:24]1[cH:25][cH:26][c:27]([N:30]2[CH2:31][CH2:32][NH:33][CH2:34][CH2:35]2)[cH:28][cH:29]1.[CH:36]([N:37]([CH2:38][CH3:39])[CH:40]([CH3:41])[CH3:42])([CH3:43])[CH3:44].[Cl:45][CH2:46][Cl:47].[Cl:8][C:9](=[O:10])[O:11][c:12]1[cH:13][cH:14][c:15]([N+:16]([O-:17])=[O:18])[cH:19][cH:20]1.[ClH:21].[ClH:22].[O:48]=[CH:49][N:50]([CH3:51])[CH3:52].[OH:1][CH:2]1[CH2:3][N:4]([CH3:7])[CH2:5][CH2:6]1>>[O:1]([CH:2]1[CH2:3][N:4]([CH3:7])[CH2:5][CH2:6]1)[C:9](=[O:10])[N:33]1[CH2:32][CH2:31][N:30]([c:27]2[cH:26][cH:25][c:24]([CH3:23])[cH:29][cH:28]2)[CH2:35][CH2:34]1.